This data is from the Open Reaction Database (ORD), a public repository of structured organic reaction records. The task is: describe an organic reaction: reactants, conditions, products, and yield Starting materials: CC(=O)C(=O)O, Cl, Nc1ccc(F)cc1F, O=N[O-], [Na+], O, O, O, Cl[Sn]Cl. Product: CC(=NNc1ccc(F)cc1F)C(=O)O. RXN SMILES: [CH3:19][C:20](=[O:21])[C:22]([OH:23])=[O:24].[ClH:25].[F:1][c:2]1[c:3]([NH2:4])[cH:5][cH:6][c:7]([F:9])[cH:8]1.[N:10]([O-:11])=[O:12].[Na+:13].[OH2:14].[OH2:15].[OH2:26].[Sn:16]([Cl:17])[Cl:18]>>[F:1][c:2]1[c:3]([NH:4][N:10]=[C:20]([CH3:19])[C:22]([OH:23])=[O:24])[cH:5][cH:6][c:7]([F:9])[cH:8]1. The reactants are CCOC(=O)c1[nH]c(C)c(C(=O)OCC)c1C, CCO, Cl, [Na+], [OH-]. The product is CCOC(=O)c1c(C)[nH]c(C=O)c1C. RXN SMILES: [CH2:1]([O:3][C:4](=[O:2])[c:6]1[nH:7][c:8]([CH3:17])[c:9]([C:12](=[O:13])[O:14][CH2:15][CH3:16])[c:10]1[CH3:11])[CH3:5].[CH3:21][CH2:22][OH:23].[ClH:20].[Na+:19].[OH-:18]>>[O:3]=[CH:4][c:6]1[nH:7][c:8]([CH3:17])[c:9]([C:12](=[O:13])[O:14][CH2:15][CH3:16])[c:10]1[CH3:11]. Starting materials: CN(/C=C/C(=O)C1=NN(C=CC1=O)C=1C=C(C(=O)N(C)C)C=CC1)C (3-[3-((E)-3-Dimethylamino-acryloyl)-4-oxo-4H-pyridazin-1-yl]-N,N-dimethyl-benzamide), ClC=1C=C(C=CC1)NN (3-chloro-phenylhydrazine). The product is ClC=1C=C(C=CC1)N1N=CC=C1C1=NN(C=CC1=O)C=1C=C(C(=O)N(C)C)C=CC1 (3-{3-[2-(3-Chloro-phenyl)-2H-pyrazol-3-yl]-4-oxo-4H-pyridazin-1-yl}-N,N-dimethyl-benzamide). Reaction SMILES: C[N:2](C)/[CH:3]=[CH:4]/[C:5]([C:7]1[C:12](=[O:13])[CH:11]=[CH:10][N:9]([C:14]2[CH:15]=[C:16]([CH:22]=[CH:23][CH:24]=2)[C:17]([N:19]([CH3:21])[CH3:20])=[O:18])[N:8]=1)=O.[Cl:26][C:27]1[CH:28]=[C:29]([NH:33]N)[CH:30]=[CH:31][CH:32]=1>>[Cl:26][C:27]1[CH:28]=[C:29]([N:33]2[C:5]([C:7]3[C:12](=[O:13])[CH:11]=[CH:10][N:9]([C:14]4[CH:15]=[C:16]([CH:22]=[CH:23][CH:24]=4)[C:17]([N:19]([CH3:21])[CH3:20])=[O:18])[N:8]=3)=[CH:4][CH:3]=[N:2]2)[CH:30]=[CH:31][CH:32]=1. Procedure details: The product was obtained starting from 3-[3-((E)-3-Dimethylamino-acryloyl)-4-oxo-4H-pyridazin-1-yl]-N,N-dimethyl-benzamide (A-20) and 3-chloro-phenylhydrazine according to the method described for example 91. MS: M=420.2 (M+H)+ Starting materials: Cl (hydrochloric acid), [H-].[Al+3].[Li+].[H-].[H-].[H-] (lithium aluminum hydride), ClC=1C=C2C(=C(C(=CC2=CC1)C(=O)O)C)O (6-chloro-4-hydroxy-3-methyl-naphthalene-2-carboxylic acid). Solvent: O1CCCC1 (tetrahydrofuran), O1CCCC1 (tetrahydrofuran). Reaction conditions: temperature 60 celsius. The product is ClC1=CC=C2C=C(C(=C(C2=C1)O)C)CO (7-chloro-3-hydroxymethyl-2-methyl-naphthalen-1-ol). Isolated yield 70.7%. As a reaction SMILES: [H-].[Al+3].[Li+].[H-].[H-].[H-].[Cl:7][C:8]1[CH:9]=[C:10]2[C:15](=[CH:16][CH:17]=1)[CH:14]=[C:13]([C:18](O)=[O:19])[C:12]([CH3:21])=[C:11]2[OH:22].Cl>O1CCCC1>[Cl:7][C:8]1[CH:9]=[C:10]2[C:15]([CH:14]=[C:13]([CH2:18][OH:19])[C:12]([CH3:21])=[C:11]2[OH:22])=[CH:16][CH:17]=1 |f:0.1.2.3.4.5|. Procedure: To a slurry of lithium aluminum hydride (4.1 g) in tetrahydrofuran (80 mL) was added a solution of 6-chloro-4-hydroxy-3-methyl-naphthalene-2-carboxylic acid (12.7 g, 54 mmol) in tetrahydrofuran (80 mL) at 0° C. under a nitrogen atmosphere. After being heated at 60° C. for 5 hours, the resulting mixture was cooled to 0° C. and treated with 1 N hydrochloric acid to quench the reaction. The aqueous layer was extracted with ethyl acetate (100 mL×4). The combined organic layers were washed with brine... Reactants: C#CCN(CC)CC, Nc1ccc(Oc2ccnc3cc(I)sc23)cc1. Yields the product CCN(CC)CC#Cc1cc2nccc(Oc3ccc(N)cc3)c2s1. As a reaction SMILES: [CH2:19]([CH3:20])[N:21]([CH2:22][C:23]#[CH:24])[CH2:25][CH3:26].[I:1][c:2]1[cH:3][c:4]2[n:5][cH:6][cH:7][c:8]([O:11][c:12]3[cH:13][cH:14][c:15]([NH2:18])[cH:16][cH:17]3)[c:9]2[s:10]1>>[c:2]1([C:24]#[C:23][CH2:22][N:21]([CH2:19][CH3:20])[CH2:25][CH3:26])[cH:3][c:4]2[n:5][cH:6][cH:7][c:8]([O:11][c:12]3[cH:13][cH:14][c:15]([NH2:18])[cH:16][cH:17]3)[c:9]2[s:10]1. Starting materials: C(C)(C)(C)OC(N(C1=CC=NC=C1)CCOC1=CC(=CC(=C1)C(N(CCC(NCC(C)(C)C)=O)C1CCC1)=O)Cl)=O ([2-(3-chloro-5-{cyclobutyl-[2-(2,2-dimethyl-propylcarbamoyl)-ethyl]-carbamoyl}-phenoxy)-ethyl]-pyridin-4-yl carbamic acid tert-butyl ester), FC(C(=O)O)(F)F (trifluoroacetic acid). Run in ClCCl (dichloromethane). Reaction conditions: time 64 hour. Product: FC(C(=O)O)(F)F.ClC=1C=C(C(=O)N(CCC(NCC(C)(C)C)=O)C2CCC2)C=C(C1)OCCNC1=CC=NC=C1 (3-Chloro-N-cyclobutyl-N-[2-(2,2-dimethyl-propylcarbamoyl)-ethyl]-5-[2-(pyridin-4-ylamino)-ethoxy]-benzamide trifluoroacetate). Reaction SMILES: C(OC(=O)[N:7]([CH2:14][CH2:15][O:16][C:17]1[CH:22]=[C:21]([C:23](=[O:39])[N:24]([CH:35]2[CH2:38][CH2:37][CH2:36]2)[CH2:25][CH2:26][C:27](=[O:34])[NH:28][CH2:29][C:30]([CH3:33])([CH3:32])[CH3:31])[CH:20]=[C:19]([Cl:40])[CH:18]=1)[C:8]1[CH:13]=[CH:12][N:11]=[CH:10][CH:9]=1)(C)(C)C.[F:42][C:43]([F:48])([F:47])[C:44]([OH:46])=[O:45]>ClCCl>[F:42][C:43]([F:48])([F:47])[C:44]([OH:46])=[O:45].[Cl:40][C:19]1[CH:20]=[C:21]([CH:22]=[C:17]([O:16][CH2:15][CH2:14][NH:7][C:8]2[CH:9]=[CH:10][N:11]=[CH:12][CH:13]=2)[CH:18]=1)[C:23]([N:24]([CH:35]1[CH2:36][CH2:37][CH2:38]1)[CH2:25][CH2:26][C:27](=[O:34])[NH:28][CH2:29][C:30]([CH3:32])([CH3:31])[CH3:33])=[O:39] |f:3.4|. Procedure details: A solution of [2-(3-chloro-5-{cyclobutyl-[2-(2,2-dimethyl-propylcarbamoyl)-ethyl]-carbamoyl}-phenoxy)-ethyl]-pyridin-4-yl carbamic acid tert-butyl ester (0.016 g) in a mixture of dichloromethane (1 ml) and trifluoroacetic acid (1 ml) was stored at room temperature for 64 h and then concentrated under reduced pressure to give the title compound (0.012 g) as a colourless gum. Reactants: [I-].[K+] (potassium iodide), FC1=CC=C(C=C1)C(=O)C1CCNCC1 (4-fluorophenyl-4-piperidinyl methanone), ClCCC(=O)C1=CC=C(C=C1)NS(=O)(=O)C (N-[4-(3-chloro-1-oxopropyl)phenyl]methanesulfonamide), C([O-])(O)=O.[K+] (potassium bicarbonate). The solvent is C(CCC)O (n-butanol), C(C)(=O)OCC (ethyl acetate). Yields the product Cl.FC1=CC=C(C(=O)C2CCN(CC2)CCC(=O)C2=CC=C(C=C2)NS(=O)(=O)C)C=C1 (N-[4[3-[4-(4-Fluorobenzoyl)-1-piperidinyl]1-oxopropyl]phenyl]methanesulfonamide monohydrochloride). RXN SMILES: [F:1][C:2]1[CH:7]=[CH:6][C:5]([C:8]([CH:10]2[CH2:15][CH2:14][NH:13][CH2:12][CH2:11]2)=[O:9])=[CH:4][CH:3]=1.[Cl:16][CH2:17][CH2:18][C:19]([C:21]1[CH:26]=[CH:25][C:24]([NH:27][S:28]([CH3:31])(=[O:30])=[O:29])=[CH:23][CH:22]=1)=[O:20].C(=O)(O)[O-].[K+].[I-].[K+]>C(O)CCC.C(OCC)(=O)C>[ClH:16].[F:1][C:2]1[CH:7]=[CH:6][C:5]([C:8]([CH:10]2[CH2:15][CH2:14][N:13]([CH2:17][CH2:18][C:19]([C:21]3[CH:22]=[CH:23][C:24]([NH:27][S:28]([CH3:31])(=[O:29])=[O:30])=[CH:25][CH:26]=3)=[O:20])[CH2:12][CH2:11]2)=[O:9])=[CH:4][CH:3]=1 |f:2.3,4.5,8.9|. Procedure details: A mixture of 4-fluorophenyl-4-piperidinyl methanone (3.30 g, 15.9 mmol) and N-[4-(3-chloro-1-oxopropyl)phenyl]methanesulfonamide was prepared in n-butanol (100 mL), treated with potassium bicarbonate (1.60 g, 1.6.0 mmol) and a catalytic amount of potassium iodide and refluxed for 18 hours. The mixture was cooled to room temperature and evaporated at reduced pressure onto neutral alumina. The resulting solid was put on top of a column of silica gel and eluted with acetone. The appropriate fractio... Reactants: CN.CO (Methylamine methanol), COC1=CC=C(C=C1)C=1C=CC=2N(N1)C(=NN2)C(=O)OCC (ethyl 6-(4-methoxyphenyl)[1,2,4]triazolo[4,3-b]pyridazine-3-carboxylate), ClCCl (dichloromethane), B(Br)(Br)Br (boron tribromide). Solvent: CO (methanol), O (Water), C(Cl)(Cl)Cl (chloroform). Reaction conditions: time 14 hour. The product is OC1=CC=C(C=C1)C=1C=CC=2N(N1)C(=NN2)C(=O)NC (6-(4-hydroxyphenyl)-N-methyl[1,2,4]triazolo[4,3-b]pyridazine-3-carboxamide). Reaction SMILES: [CH3:1][NH2:2].CO.C[O:6][C:7]1[CH:12]=[CH:11][C:10]([C:13]2[CH:14]=[CH:15][C:16]3[N:17]([C:19]([C:22]([O:24]CC)=O)=[N:20][N:21]=3)[N:18]=2)=[CH:9][CH:8]=1.ClCCl.B(Br)(Br)Br>O.C(Cl)(Cl)Cl.CO>[OH:6][C:7]1[CH:8]=[CH:9][C:10]([C:13]2[CH:14]=[CH:15][C:16]3[N:17]([C:19]([C:22]([NH:2][CH3:1])=[O:24])=[N:20][N:21]=3)[N:18]=2)=[CH:11][CH:12]=1 |f:0.1|. Procedure details: Methylamine/methanol solution (3 ml) was added to a methanol solution of 307 mg (0.97 mmol) of ethyl 6-(4-methoxyphenyl)[1,2,4]triazolo[4,3-b]pyridazine-3-carboxylate, and stirred at room temperature for 14 hours. The reaction liquid was concentrated under reduced pressure, and 2 ml (2.00 mol) of a dichloromethane solution of 1 M boron tribromide was added to a chloroform solution (4 ml) of the resulting residue, and stirred overnight at room temperature. Water was added to the reaction liquid, ...